Dataset: the Open Reaction Database (ORD), a public repository of structured organic reaction records. Task: describe an organic reaction: reactants, conditions, products, and yield The reactants are ClC(Cl)(OC(OC(Cl)(Cl)Cl)=O)Cl (Triphosgene), BrC1=CC=C(C=C1)[C@H](C)NCCC(CC=C)(CC=C)O (4-{2-[(S)-1-(4-bromo-phenyl)-ethylamino]-ethyl}-hepta-1,6-dien-4-ol), C(C)N(C(C)C)C(C)C (ethyl-diisopropyl-amine). Run in ClCCl (dichloromethane). Run at time 8 hour. Yields the product C(C=C)C1(CCN(C(O1)=O)[C@@H](C)C1=CC=C(C=C1)Br)CC=C (6,6-diallyl-3-[(S)-1-(4-bromo-phenyl)-ethyl]-[1,3]oxazinan-2-one). RXN SMILES: Cl[C:2](Cl)([O:4]C(=O)OC(Cl)(Cl)Cl)Cl.[Br:13][C:14]1[CH:19]=[CH:18][C:17]([C@@H:20]([NH:22][CH2:23][CH2:24][C:25]([OH:32])([CH2:29][CH:30]=[CH2:31])[CH2:26][CH:27]=[CH2:28])[CH3:21])=[CH:16][CH:15]=1.C(N(C(C)C)C(C)C)C>ClCCl>[CH2:29]([C:25]1([CH2:26][CH:27]=[CH2:28])[O:32][C:2](=[O:4])[N:22]([C@H:20]([C:17]2[CH:16]=[CH:15][C:14]([Br:13])=[CH:19][CH:18]=2)[CH3:21])[CH2:23][CH2:24]1)[CH:30]=[CH2:31]. Procedure: Triphosgene (6.90 g) is added to a solution of 4-{2-[(S)-1-(4-bromo-phenyl)-ethylamino]-ethyl}-hepta-1,6-dien-4-ol (7.86 g) and ethyl-diisopropyl-amine (4 mL) in dichloromethane (150 mL) chilled in an ice bath. The cooling bath is removed and the solution is stirred at room temperature overnight. Water is added and the organic phase is then separated. The organic phase is dried (Na2SO4) and concentrated to give the crude title compound that is used without further purification. Yield: 8.65 g (ca... Starting materials: Cc1onc(-c2ccccc2)c1C#CC(C)(C)O, Cc1ccccc1, [K+], [OH-]. Yields the product C#Cc1c(-c2ccccc2)noc1C. RXN SMILES: [CH3:1][C:2]([OH:3])([C:4]#[C:5][c:6]1[c:7](-[c:12]2[cH:13][cH:14][cH:15][cH:16][cH:17]2)[n:8][o:9][c:10]1[CH3:11])[CH3:18].[CH3:21][c:22]1[cH:23][cH:24][cH:25][cH:26][cH:27]1.[K+:20].[OH-:19]>>[CH:4]#[C:5][c:6]1[c:7](-[c:12]2[cH:13][cH:14][cH:15][cH:16][cH:17]2)[n:8][o:9][c:10]1[CH3:11].